describe an organic reaction: reactants, conditions, products, and yield From a dataset of the Open Reaction Database (ORD), a public repository of structured organic reaction records. Reactants: FC(C1=CC=C(CBr)C=C1)(F)F (4-trifluoromethylbenzyl bromide), P(OCC)(OCC)OCC (triethyl phosphite). The product is FC(C1=CC=C(CP(OCC)(OCC)=O)C=C1)(F)F (Diethyl 4-trifluoromethylbenzylphosphonate). Isolated yield 88.9%. RXN SMILES: [F:1][C:2]([F:12])([F:11])[C:3]1[CH:10]=[CH:9][C:6]([CH2:7]Br)=[CH:5][CH:4]=1.[P:13]([O:20]CC)([O:17][CH2:18][CH3:19])[O:14][CH2:15][CH3:16]>>[F:1][C:2]([F:12])([F:11])[C:3]1[CH:10]=[CH:9][C:6]([CH2:7][P:13](=[O:20])([O:17][CH2:18][CH3:19])[O:14][CH2:15][CH3:16])=[CH:5][CH:4]=1. Procedure details: A mixture of 4-trifluoromethylbenzyl bromide (5.68 g, 23.8 mmol) and triethyl phosphite(10.4 g, 63 mmol) was heated at reflux under nitrogen for 5 hours. The excess triethyl phosphite was removed by distillation and the crude product was purified by distillation at 95° C. (0.07 mm Hg.) to give 6.27 g, 89% of the product as an oil. D.C.I.M.S.[MH+,297].